This data is from the Open Reaction Database (ORD), a public repository of structured organic reaction records. The task is: describe an organic reaction: reactants, conditions, products, and yield The reactants are OC=1C(=NN(C1C1=CC=C(C=C1)C(F)(F)F)C)C(C)=O (1-[4-Hydroxy-1-methyl-5-(4-trifluoromethylphenyl)-1H-pyrazol-3-yl]ethanone), C(C)N(C(=O)C=1SC(=CC1)C(=O)NN)CC (5-hydrazinocarbonylthiophene-2-carboxylic acid diethylamide), C1(=CC=C(C=C1)S(=O)(=O)O)C (p-toluenesulfonic acid). The solvent is CC(C)O (2-propanol). The product is C(C)N(C(=O)C=1SC(=CC1)C(=O)NN=C(C)C1=NN(C(=C1O)C1=CC=C(C=C1)C(F)(F)F)C)CC (5-{1-[4-Hydroxy-1-methyl-5-(4-trifluoromethylphenyl)-1H-pyrazol-3-yl]ethylidenehydrazinocarbonyl}thiophene-2-carboxylic Acid Diethylamide). Yield: 53.2%. RXN SMILES: [OH:1][C:2]1[C:3]([C:18](=O)[CH3:19])=[N:4][N:5]([CH3:17])[C:6]=1[C:7]1[CH:12]=[CH:11][C:10]([C:13]([F:16])([F:15])[F:14])=[CH:9][CH:8]=1.[CH2:21]([N:23]([CH2:35][CH3:36])[C:24]([C:26]1[S:27][C:28]([C:31]([NH:33][NH2:34])=[O:32])=[CH:29][CH:30]=1)=[O:25])[CH3:22].C1(C)C=CC(S(O)(=O)=O)=CC=1>CC(O)C>[CH2:35]([N:23]([CH2:21][CH3:22])[C:24]([C:26]1[S:27][C:28]([C:31]([NH:33][N:34]=[C:18]([C:3]2[C:2]([OH:1])=[C:6]([C:7]3[CH:12]=[CH:11][C:10]([C:13]([F:16])([F:15])[F:14])=[CH:9][CH:8]=3)[N:5]([CH3:17])[N:4]=2)[CH3:19])=[O:32])=[CH:29][CH:30]=1)=[O:25])[CH3:36]. Procedure: 1-[4-Hydroxy-1-methyl-5-(4-trifluoromethylphenyl)-1H-pyrazol-3-yl]ethanone (28 mg, 0.10 mmol, synthesized in accordance with WO2004/108683), 5-hydrazinocarbonylthiophene-2-carboxylic acid diethylamide (24 mg, 0.10 mmol) prepared in Reference Synthetic Example 1 and p-toluenesulfonic acid (6 mg) were heated with 2-propanol (4 mL) for 14 hours with reflux. After cooling, the solvent was evaporated, and the resulting solid was recrystallized from 2-propanol-diethyl ether-n-hexane to give 27 mg of t... Starting materials: [N+](=O)([O-])C1=CC2=C(CCNCC2)C=C1 (7-Nitro-1,2,4,5-tetrahydro-3H-3-benzazepine), BrCC=1OC2=C(C1)C=C(C=C2)[N+](=O)[O-] (2-bromomethyl-5-nitrobenzofuran), C([O-])([O-])=O.[K+].[K+] (potassium carbonate). The solvent is C(C)#N (acetonitrile). Yields the product [N+](=O)([O-])C1=CC2=C(CCN(CC2)CC=2OC3=C(C2)C=C(C=C3)[N+](=O)[O-])C=C1 (7-Nitro-3-(5-nitrobenzofur-2-ylmethyl)-1,2,4,5-tetrahydro-3H-3-benzazepine). RXN SMILES: [N+:1]([C:4]1[CH:14]=[CH:13][C:7]2[CH2:8][CH2:9][NH:10][CH2:11][CH2:12][C:6]=2[CH:5]=1)([O-:3])=[O:2].Br[CH2:16][C:17]1[O:18][C:19]2[CH:25]=[CH:24][C:23]([N+:26]([O-:28])=[O:27])=[CH:22][C:20]=2[CH:21]=1.C(=O)([O-])[O-].[K+].[K+]>C(#N)C>[N+:1]([C:4]1[CH:14]=[CH:13][C:7]2[CH2:8][CH2:9][N:10]([CH2:16][C:17]3[O:18][C:19]4[CH:25]=[CH:24][C:23]([N+:26]([O-:28])=[O:27])=[CH:22][C:20]=4[CH:21]=3)[CH2:11][CH2:12][C:6]=2[CH:5]=1)([O-:3])=[O:2] |f:2.3.4|. Procedure details: 7-Nitro-1,2,4,5-tetrahydro-3H-3-benzazepine (0.7 g), 2-bromomethyl-5-nitrobenzofuran (0.93 g) and potassium carbonate (0.5 g) in acetonitrile were heated under reflux for 8 hours. After cooling the solvent was removed in vacuo, the residue dissolved in methylene chloride and washed three times with aqueous sodium carbonate and three times with brine. The organic layer was dried (Na2SO4) and evaporated in vacuo to give an oil methylene chloride. The product-containing fractions were combined and ... The reactants are COC(=O)C(C)=O, CC(=O)[O-], CO, NNc1ccc(Cl)cc1[N+](=O)[O-], Cl, [Na+]. Product: COC(=O)C(C)=NNc1ccc(Cl)cc1[N+](=O)[O-]. As a reaction SMILES: [CH3:14][O:15][C:16](=[O:17])[C:18]([CH3:19])=[O:20].[CH3:22][C:23](=[O:24])[O-:25].[CH3:26][OH:27].[Cl:2][c:3]1[cH:4][c:5]([N+:11](=[O:12])[O-:13])[c:6]([NH:9][NH2:10])[cH:7][cH:8]1.[ClH:1].[Na+:21]>>[Cl:2][c:3]1[cH:4][c:5]([N+:11](=[O:12])[O-:13])[c:6]([NH:9][N:10]=[C:18]([C:16]([O:15][CH3:14])=[O:17])[CH3:19])[cH:7][cH:8]1. Reported procedure: This compound was prepared analogous to Example 3 from 2-chloro-4-(1-oxido-thiomorpholino)-8-piperidinopyrimido[5,4-d]pyrimidine (melting point: 203°-204° C.) and 2-hydroxyethyl-amine. Reactants: ClC=1N=C(C2=C(N1)C(=NC=N2)N2CCCCC2)N2CCS(CC2)=O (2-chloro-4-(1-oxido-thiomorpholino)-8-piperidinopyrimido[5,4-d]pyrimidine), OCCN (2-hydroxyethyl-amine). RXN SMILES: Cl[C:2]1[N:3]=[C:4]([N:18]2[CH2:23][CH2:22][S:21](=[O:24])[CH2:20][CH2:19]2)[C:5]2[N:11]=[CH:10][N:9]=[C:8]([N:12]3[CH2:17][CH2:16][CH2:15][CH2:14][CH2:13]3)[C:6]=2[N:7]=1.[OH:25][CH2:26][CH2:27][NH2:28]>>[OH:25][CH2:26][CH2:27][NH:28][C:2]1[N:3]=[C:4]([N:18]2[CH2:23][CH2:22][S:21](=[O:24])[CH2:20][CH2:19]2)[C:5]2[N:11]=[CH:10][N:9]=[C:8]([N:12]3[CH2:17][CH2:16][CH2:15][CH2:14][CH2:13]3)[C:6]=2[N:7]=1. The product is OCCNC=1N=C(C2=C(N1)C(=NC=N2)N2CCCCC2)N2CCS(CC2)=O (2-(2-Hydroxyethyl-amino)-4-(1-oxido-thiomorpholino)-8-piperidino-pyrimido[5,4-d]pyrimidine). Starting materials: Cl.CNC1CC(C(C1)C1=CC=CC=C1)CN1CCC(CC1)N(CCC)C(=O)OCC1=CC=CC=C1 (1-(RS)-(methylamino)-3-(SR)-((4-(N-(benzyloxycarbonyl)-N-(propyl)amino)piperidin-1-yl)methyl)-4-(SR)-phenylcyclopentane hydrochloride), CN1CCOCC1 (N-methyl morpholine), ClC1=C(C(=O)Cl)C=CC=C1 (2-chlorobenzoyl chloride). Run in C(Cl)Cl (methylene chloride). Conditions: time 16 hour. Yields the product amine, Cl.CN(C(=O)C1=C(C=CC=C1)Cl)C1CC(C(C1)C1=CC=CC=C1)CN1CCC(CC1)N(CCC)C(=O)OCC1=CC=CC=C1 (1-(RS)-(N-(Methyl)-N-(2-chlorophenylcarbonyl)amino)-3-(SR)-((4-(N-(benzyloxycarbonyl)-N-(propyl)amino)piperidin-1-yl)methyl)-4-(SR)-phenylcyclopentane hydrochloride). Reaction SMILES: Cl.[CH3:2][NH:3][CH:4]1[CH2:8][CH:7]([C:9]2[CH:14]=[CH:13][CH:12]=[CH:11][CH:10]=2)[CH:6]([CH2:15][N:16]2[CH2:21][CH2:20][CH:19]([N:22]([C:26]([O:28][CH2:29][C:30]3[CH:35]=[CH:34][CH:33]=[CH:32][CH:31]=3)=[O:27])[CH2:23][CH2:24][CH3:25])[CH2:18][CH2:17]2)[CH2:5]1.CN1CCOCC1.[Cl:43][C:44]1[CH:52]=[CH:51][CH:50]=[CH:49][C:45]=1[C:46](Cl)=[O:47]>C(Cl)Cl>[ClH:43].[CH3:2][N:3]([CH:4]1[CH2:8][CH:7]([C:9]2[CH:10]=[CH:11][CH:12]=[CH:13][CH:14]=2)[CH:6]([CH2:15][N:16]2[CH2:21][CH2:20][CH:19]([N:22]([C:26]([O:28][CH2:29][C:30]3[CH:35]=[CH:34][CH:33]=[CH:32][CH:31]=3)=[O:27])[CH2:23][CH2:24][CH3:25])[CH2:18][CH2:17]2)[CH2:5]1)[C:46]([C:45]1[CH:49]=[CH:50][CH:51]=[CH:52][C:44]=1[Cl:43])=[O:47] |f:0.1,5.6|. Procedure details: To a solution of 1-(RS)-(methylamino)-3-(SR)-((4-(N-(benzyloxycarbonyl)-N-(propyl)amino)piperidin-1-yl)methyl)-4-(SR)-phenylcyclopentane hydrochloride from Step A (5.5 mg, 0.012 mmol) in methylene chloride (1 mL) was added N-methyl morpholine (0.005 mL, 0.035 mmol) and 2-chlorobenzoyl chloride (4 mg, 0.024 mmol). After 16 h, the reaction was concentrated and the residue purified on Prep TLC to afford the free amine of the title compound. This was taken up in ether and excess 1N hydrogen chloride... The reactants are CCO, Cl, [Na+], C1CCOC1, [OH-], CCOC(=O)CCc1cn(Cc2ccc(OCc3ccsc3)cc2)cc1-c1ccccc1. Yields the product O=C(O)CCc1cn(Cc2ccc(OCc3ccsc3)cc2)cc1-c1ccccc1. RXN SMILES: [CH3:41][CH2:42][OH:43].[ClH:40].[Na+:34].[O:35]1[CH2:36][CH2:37][CH2:38][CH2:39]1.[OH-:33].[c:1]1(-[c:7]2[c:8]([CH2:26][CH2:27][C:28](=[O:29])[O:30][CH2:31][CH3:32])[cH:9][n:10]([CH2:12][c:13]3[cH:14][cH:15][c:16]([O:19][CH2:20][c:21]4[cH:22][s:23][cH:24][cH:25]4)[cH:17][cH:18]3)[cH:11]2)[cH:2][cH:3][cH:4][cH:5][cH:6]1>>[c:1]1(-[c:7]2[c:8]([CH2:26][CH2:27][C:28](=[O:29])[OH:30])[cH:9][n:10]([CH2:12][c:13]3[cH:14][cH:15][c:16]([O:19][CH2:20][c:21]4[cH:22][s:23][cH:24][cH:25]4)[cH:17][cH:18]3)[cH:11]2)[cH:2][cH:3][cH:4][cH:5][cH:6]1.